From a dataset of the Open Reaction Database (ORD), a public repository of structured organic reaction records. describe an organic reaction: reactants, conditions, products, and yield Starting materials: C(C)(C)(C)OC(=O)NC=1C=CC(=NC1)F (5-[N-(tert-butoxycarbonyl)amino]-2-fluoropyridine), C(=O)=O (CO2). Yields the product C(C)(C)(C)OC(=O)NC=1C(=CC(=NC1)F)C(=O)O (5-(N-(tert-butoxycarbonyl)amino]-2-fluoropyridine-4-carboxylic acid). Yield: 25.0%. Reaction SMILES: [C:1]([O:5][C:6]([NH:8][C:9]1[CH:10]=[CH:11][C:12]([F:15])=[N:13][CH:14]=1)=[O:7])([CH3:4])([CH3:3])[CH3:2].[C:16](=[O:18])=[O:17]>>[C:1]([O:5][C:6]([NH:8][C:9]1[C:10]([C:16]([OH:18])=[O:17])=[CH:11][C:12]([F:15])=[N:13][CH:14]=1)=[O:7])([CH3:4])([CH3:2])[CH3:3]. Reported procedure: Reaction of 5-[N-(tert-butoxycarbonyl)amino]-2-fluoropyridine (5.3 g, 25 mmol) sequentially with n-Butyl and CO2 as described in the following example gives 5-(N-(tert-butoxycarbonyl)amino]-2-fluoropyridine-4-carboxylic acid (1.60 g, 25%). 1H NMR (DMSO) δ 9.83 (1H, brs) 8.84 (1H, s), 7.49 (1H, d, J=2.9 Hz), 1.47 (9H, s). Reactants: NCCCOC1=C(C(=O)NC2=CC=C(C(=O)N(C3=C(C=CC=C3)OCCCCCC(=O)N3CCN(CC3)C)C)C=C2)C=CC=C1 (4-[2-[(3-aminoprop-1-yl)oxy]benzoyl]amino-N-methyl-N-[2-[5-(4-methylpiperazin-1-yl)carbonylpent-1-yloxy]phenyl]benzamide), Cl (hydrogen chloride). The solvent is C(C)(=O)OCC (ethyl acetate). Run at time 10 minute. Yields the product Cl.Cl.NCCCOC1=C(C(=O)NC2=CC=C(C(=O)N(C3=C(C=CC=C3)OCCCCCC(=O)N3CCN(CC3)C)C)C=C2)C=CC=C1 (4-[2-[(3-aminoprop-1-yl)oxy]benzoyl]amino-N-methyl-N-[2-[5-(4-methylpiperazin-1-yl)carbonylpent-1-yloxy]phenyl]benzamide dihydrochloride). RXN SMILES: [NH2:1][CH2:2][CH2:3][CH2:4][O:5][C:6]1[CH:45]=[CH:44][CH:43]=[CH:42][C:7]=1[C:8]([NH:10][C:11]1[CH:41]=[CH:40][C:14]([C:15]([N:17]([CH3:39])[C:18]2[CH:23]=[CH:22][CH:21]=[CH:20][C:19]=2[O:24][CH2:25][CH2:26][CH2:27][CH2:28][CH2:29][C:30]([N:32]2[CH2:37][CH2:36][N:35]([CH3:38])[CH2:34][CH2:33]2)=[O:31])=[O:16])=[CH:13][CH:12]=1)=[O:9].[ClH:46]>C(OCC)(=O)C>[ClH:46].[ClH:46].[NH2:1][CH2:2][CH2:3][CH2:4][O:5][C:6]1[CH:45]=[CH:44][CH:43]=[CH:42][C:7]=1[C:8]([NH:10][C:11]1[CH:41]=[CH:40][C:14]([C:15]([N:17]([CH3:39])[C:18]2[CH:23]=[CH:22][CH:21]=[CH:20][C:19]=2[O:24][CH2:25][CH2:26][CH2:27][CH2:28][CH2:29][C:30]([N:32]2[CH2:33][CH2:34][N:35]([CH3:38])[CH2:36][CH2:37]2)=[O:31])=[O:16])=[CH:13][CH:12]=1)=[O:9] |f:3.4.5|. Procedure: To a solution of 4-[2-[(3-aminoprop-1-yl)oxy]benzoyl]amino-N-methyl-N-[2-[5-(4-methylpiperazin-1-yl)carbonylpent-1-yloxy]phenyl]benzamide (250 mg) was added 4 N hydrogen chloride in ethyl acetate (1 ml) and the solution was stirred at ambient temperature for 10 minutes. The white solid was filtered and dried under reduced pressure to give 4-[2-[(3-aminoprop-1-yl)oxy]benzoyl]amino-N-methyl-N-[2-[5-(4-methylpiperazin-1-yl)carbonylpent-1-yloxy]phenyl]benzamide dihydrochloride (205 mg) as a white po... Starting materials: ClC1=CC=C(C=C1)C1=C(C=2N(N=C1)C(NN2)=O)C2=CC=C(C=C2)Cl (7,8-bis(4-chlorophenyl)-[1,2,4]triazolo[4,3-b]pyridazin-3(2H)-one), C(=O)([O-])[O-].[K+].[K+] (K2CO3), BrCC1=CC=C(C=C1)C#N (α-bromo-p-toluonitrile). Run in CN(C)C=O (DMF). Reaction conditions: temperature 75 celsius. The product is ClC1=CC=C(C=C1)C1=C(C=2N(N=C1)C(N(N2)CC2=CC=C(C#N)C=C2)=O)C2=CC=C(C=C2)Cl (4-((7,8-bis-(4-chlorophenyl)-3-oxo-[1,2,4]triazolo[4,3-b]pyridazin-2(3H)-yl)methyl)benzonitrile). Isolated yield 31.4%. RXN SMILES: [Cl:1][C:2]1[CH:7]=[CH:6][C:5]([C:8]2[CH:13]=[N:12][N:11]3[C:14](=[O:17])[NH:15][N:16]=[C:10]3[C:9]=2[C:18]2[CH:23]=[CH:22][C:21]([Cl:24])=[CH:20][CH:19]=2)=[CH:4][CH:3]=1.C([O-])([O-])=O.[K+].[K+].Br[CH2:32][C:33]1[CH:38]=[CH:37][C:36]([C:39]#[N:40])=[CH:35][CH:34]=1>CN(C=O)C>[Cl:1][C:2]1[CH:7]=[CH:6][C:5]([C:8]2[CH:13]=[N:12][N:11]3[C:14](=[O:17])[N:15]([CH2:32][C:33]4[CH:38]=[CH:37][C:36]([C:39]#[N:40])=[CH:35][CH:34]=4)[N:16]=[C:10]3[C:9]=2[C:18]2[CH:23]=[CH:22][C:21]([Cl:24])=[CH:20][CH:19]=2)=[CH:4][CH:3]=1 |f:1.2.3|. Procedure details: A solution of 7,8-bis(4-chlorophenyl)-[1,2,4]triazolo[4,3-b]pyridazin-3(2H)-one, (192 mg, 0.54 mmol), prepared as described in Example 1, K2CO3 (90 mg), and α-bromo-p-toluonitrile (127 mg, 0.645 mmol) in DMF (2 mL) was heated at 75° C. for 1 h. After this time, the solution was concentrated under redcued pressure. The resulting crude product was purified by reverse phase HPLC to provided the title compound, 4-((7,8-bis-(4-chlorophenyl)-3-oxo-[1,2,4]triazolo[4,3-b]pyridazin-2(3H)-yl)methyl)benzon... Reactants: [OH-].[Na+] (NaOH), ClCC=1C=C2C(=NC1)C(=O)OC2=O (5-chloromethyl-pyridine-2,3-dicarboxylic acid anhydride), CO (methanol), carboxylate, mono-esters. Conditions: time 5 hour. Yields the product COCC=1C=C(C(=NC1)C(=O)O)C(=O)O (5-methoxymethyl-pyridine-2,3-dicarboxylic acid). RXN SMILES: Cl[CH2:2][C:3]1[CH:4]=[C:5]2[C:12](=[O:13])[O:11][C:9](=[O:10])[C:6]2=[N:7][CH:8]=1.[CH3:14][OH:15].[OH-:16].[Na+]>>[CH3:14][O:15][CH2:2][C:3]1[CH:4]=[C:5]([C:12]([OH:11])=[O:13])[C:6]([C:9]([OH:16])=[O:10])=[N:7][CH:8]=1 |f:2.3|. Reported procedure: 7.0 g (35 mmol) 5-chloromethyl-pyridine-2,3-dicarboxylic acid anhydride (Va) were dissolved in 165 g (5.16 mol) methanol at room temperature, causing formation of mono-esters. 14 g (350 mmol) NaOH (50% in water) were slowly added whereupon the temperature rose to 50° C. and carboxylate started to precipitate. Stirring was continued for additional 5 h at 65° C. The reactants are C(C1=CC=CC=C1)OC(=O)NC1=CN=C(N(C1=O)CC(=O)O)C ((5-benzyloxycarbonylamino-2-methyl-6-oxo-1,6-dihydro-1-pyrimidinyl)-acetic acid), NC(C(C(F)(F)F)O)CC1=CC=CC=C1 (3-amino-1,1,1-trifluoro-4-phenyl-2-butanol), CCN=C=NCCCN(C)C.Cl (WSCI hydrochloride), C=1C=CC2=C(C1)N=NN2O (HOBT). Run in CN(C)C=O (DMF). Yields the product C(C1=CC=CC=C1)OC(=O)NC1=CN=C(N(C1=O)CC(=O)NC(C(C(F)(F)F)=O)CC1=CC=CC=C1)C (2-(5-benzyloxycarbonylamino-2-methyl-6-oxo-1,6-dihydro-1-pyrimidinyl)-N-(1-benzyl-3,3,3-trifluoro-2-oxopropyl)acetamide), target compound. Yield: 91.0%. Reaction SMILES: [CH2:1]([O:8][C:9]([NH:11][C:12]1[C:17](=[O:18])[N:16]([CH2:19][C:20]([OH:22])=O)[C:15]([CH3:23])=[N:14][CH:13]=1)=[O:10])[C:2]1[CH:7]=[CH:6][CH:5]=[CH:4][CH:3]=1.[NH2:24][CH:25]([CH2:32][C:33]1[CH:38]=[CH:37][CH:36]=[CH:35][CH:34]=1)[CH:26]([OH:31])[C:27]([F:30])([F:29])[F:28].CCN=C=NCCCN(C)C.Cl.C1C=CC2N(O)N=NC=2C=1>CN(C=O)C>[CH2:1]([O:8][C:9]([NH:11][C:12]1[C:17](=[O:18])[N:16]([CH2:19][C:20]([NH:24][CH:25]([CH2:32][C:33]2[CH:38]=[CH:37][CH:36]=[CH:35][CH:34]=2)[C:26](=[O:31])[C:27]([F:29])([F:30])[F:28])=[O:22])[C:15]([CH3:23])=[N:14][CH:13]=1)=[O:10])[C:2]1[CH:3]=[CH:4][CH:5]=[CH:6][CH:7]=1 |f:2.3|. Procedure details: 2-(5-Benzyloxycarbomylamino-2-methyl-6-oxo-1,6-dihydro-1-pyrimidyl)-N-(1-benzyl-3,3,3-trifluoro-2-hydroxypropyl)acetamide was synthesized in the same manner as in Example 1. That is, (5-benzyloxycarbonylamino-2-methyl-6-oxo-1,6-dihydro-1-pyrimidinyl)-acetic acid (title compound in Reference Example 11, 3.00 g, 9.45 mmol) was treated with 3-amino-1,1,1-trifluoro-4-phenyl-2-butanol (title compound in Reference Example 1, 2.17 g, 9.90 mmol), WSCI hydrochloride (2.17 g, 11.3 mmol) and HOBT (2.56 g, ... Starting materials: O (water), C(C)OC(C1=CC=C(C=C1)F)=O (4-fluorobenzoic acid ethyl ester), C1(=CC=CC=C1)C1CCN(CC1)C1=CC=C(C=C1)N1CCNCC1 (1-[4-(4-phenylpiperidin-1-yl)phenyl]piperazine), C([O-])([O-])=O.[K+].[K+] (potassium carbonate). The solvent is CS(=O)C (dimethylsulfoxide). Run at temperature 150 celsius, time 12 hour. Yields the product C(C)OC(C1=CC=C(C=C1)N1CCN(CC1)C1=CC=C(C=C1)N1CCC(CC1)C1=CC=CC=C1)=O (4-[4-[4-(4-phenylpiperidin-1-yl)phenyl]piperazin-1-yl]benzoic acid ethyl ester). Yield: 46.0%. RXN SMILES: [CH2:1]([O:3][C:4](=[O:12])[C:5]1[CH:10]=[CH:9][C:8](F)=[CH:7][CH:6]=1)[CH3:2].[C:13]1([CH:19]2[CH2:24][CH2:23][N:22]([C:25]3[CH:30]=[CH:29][C:28]([N:31]4[CH2:36][CH2:35][NH:34][CH2:33][CH2:32]4)=[CH:27][CH:26]=3)[CH2:21][CH2:20]2)[CH:18]=[CH:17][CH:16]=[CH:15][CH:14]=1.C(=O)([O-])[O-].[K+].[K+].O>CS(C)=O>[CH2:1]([O:3][C:4](=[O:12])[C:5]1[CH:10]=[CH:9][C:8]([N:34]2[CH2:33][CH2:32][N:31]([C:28]3[CH:29]=[CH:30][C:25]([N:22]4[CH2:21][CH2:20][CH:19]([C:13]5[CH:14]=[CH:15][CH:16]=[CH:17][CH:18]=5)[CH2:24][CH2:23]4)=[CH:26][CH:27]=3)[CH2:36][CH2:35]2)=[CH:7][CH:6]=1)[CH3:2] |f:2.3.4|. Procedure details: A mixture of 4-fluorobenzoic acid ethyl ester (1.25 g), 1-[4-(4-phenylpiperidin-1-yl)phenyl]piperazine (1.19 g) and potassium carbonate (1.53 g) in dimethylsulfoxide (18 ml) was stirred for 12 hours at 150° C. The reaction mixture was pulverized with water. The mixture was extracted with dichloromethane. The organic layer was separated, washed with brine, dried over magnesium sulfate. The magnesium sulfate was filtered off, and the filtrate was evaporated under reduced pressure. The residue was ... Reactants: ClC(C(=O)OCC)CC1=C(C=NN1C1=C(C(=C(C=C1)Cl)Cl)Cl)C#N (ethyl 2-chloro-3-[4-cyano-1-(2,3,4-trichlorophenyl)-1H-pyrazol-5-yl]propionate), C([O-])([O-])=O.[K+].[K+] (potassium carbonate). Solvent: C(C)O (ethanol), O (water). Yields the product C(#N)C=1C=NN(C1C=CC(=O)O)C1=C(C(=C(C=C1)Cl)Cl)Cl (3-[4-cyano-1-(2,3,4-trichlorophenyl)-1H-pyrazol-5-yl]acrylic acid). Isolated yield 68.1%. Reaction SMILES: Cl[CH:2]([CH2:8][C:9]1[N:13]([C:14]2[CH:19]=[CH:18][C:17]([Cl:20])=[C:16]([Cl:21])[C:15]=2[Cl:22])[N:12]=[CH:11][C:10]=1[C:23]#[N:24])[C:3]([O:5]CC)=[O:4].C(=O)([O-])[O-].[K+].[K+]>C(O)C.O>[C:23]([C:10]1[CH:11]=[N:12][N:13]([C:14]2[CH:19]=[CH:18][C:17]([Cl:20])=[C:16]([Cl:21])[C:15]=2[Cl:22])[C:9]=1[CH:8]=[CH:2][C:3]([OH:5])=[O:4])#[N:24] |f:1.2.3|. Procedure details: A stirred slurry of 0.35 gram (0.0009 mole) of ethyl 2-chloro-3-[4-cyano-1-(2,3,4-trichlorophenyl)-1H-pyrazol-5-yl]propionate and 0.24 gram (0.002 mole) of potassium carbonate in 35 mL of 50% aqueous ethanol was heated at reflux for one hour. The reaction mixture was then cooled and concentrated under reduced pressure, leaving a residue. The residue was dissolved in water, and the solution was washed once with methylene chloride. The aqueous layer was stirred and acidified by the dropwise additi... Reactants: COC(=O)C(CC1CCCC1)c1ccc(-n2nnnc2C)c(F)c1, CCO, [Na+], [OH-]. Yields the product Cc1nnnn1-c1ccc(C(CC2CCCC2)C(=O)O)cc1F. As a reaction SMILES: [CH3:1][O:2][C:3]([CH:4]([CH2:5][CH:6]1[CH2:7][CH2:8][CH2:9][CH2:10]1)[c:11]1[cH:12][c:13]([F:23])[c:14](-[n:17]2[n:18][n:19][n:20][c:21]2[CH3:22])[cH:15][cH:16]1)=[O:24].[CH3:27][CH2:28][OH:29].[Na+:26].[OH-:25]>>[O:2]=[C:3]([CH:4]([CH2:5][CH:6]1[CH2:7][CH2:8][CH2:9][CH2:10]1)[c:11]1[cH:12][c:13]([F:23])[c:14](-[n:17]2[n:18][n:19][n:20][c:21]2[CH3:22])[cH:15][cH:16]1)[OH:24]. Yields the product ClC1=CC=C(C=C1)C1=NC2=C(N1C(C(=O)O)C1CCC(CC1)(F)F)C=C(C(=C2)F)F ([2-(4-Chloro-phenyl)-5,6-difluoro-benzoimidazol-1-yl]-(4,4-difluoro-cyclohexyl)-acetic acid). RXN SMILES: C(N(N=O)[C:9](=[O:37])[CH:10]([N:19]1[C:23]2[CH:24]=[C:25]([F:29])[C:26]([F:28])=[CH:27][C:22]=2[N:21]=[C:20]1[C:30]1[CH:35]=[CH:34][C:33]([Cl:36])=[CH:32][CH:31]=1)[CH:11]1[CH2:16][CH2:15][C:14]([F:18])([F:17])[CH2:13][CH2:12]1)C1C=CC=CC=1.O.[OH-].[Li+].OO.C(O)(=[O:47])C>O1CCCC1.O>[Cl:36][C:33]1[CH:32]=[CH:31][C:30]([C:20]2[N:19]([CH:10]([CH:11]3[CH2:12][CH2:13][C:14]([F:17])([F:18])[CH2:15][CH2:16]3)[C:9]([OH:47])=[O:37])[C:23]3[CH:24]=[C:25]([F:29])[C:26]([F:28])=[CH:27][C:22]=3[N:21]=2)=[CH:35][CH:34]=1 |f:1.2.3|. Run in O1CCCC1 (tetrahydrofuran), O (water), O (water). Conditions: time 2 hour. Reactants: C(C1=CC=CC=C1)N(C(C(C1CCC(CC1)(F)F)N1C(=NC2=C1C=C(C(=C2)F)F)C2=CC=C(C=C2)Cl)=O)N=O (N-benzyl-N-nitroso-2-[2-(4-chloro-phenyl)-5,6-difluoro-benzoimidazol-1-yl]-2-(4,4-difluoro-cyclohexyl)-acetamide), O.[OH-].[Li+] (lithium hydroxide monohydrate), OO (hydrogen peroxide), C(C)(=O)O (acetic acid). Isolated yield 49.0%. Procedure: To a suspension of 3.05 g (5.46 mmol) N-benzyl-N-nitroso-2-[2-(4-chloro-phenyl)-5,6-difluoro-benzoimidazol-1-yl]-2-(4,4-difluoro-cyclohexyl)-acetamide in 15 ml tetrahydrofuran and 10 ml water were added dropwise over 5 min. a solution of 2.29 g (54.57 mmol) lithium hydroxide monohydrate in 11.14 ml (109 mmol) 30% hydrogen peroxide solution and 10 ml water. The reaction mixture turned into a turbid solution and became slightly warm (cooled temporarily using an ice-bath). After stirring for 2 h th...